This data is from the Open Reaction Database (ORD), a public repository of structured organic reaction records. The task is: describe an organic reaction: reactants, conditions, products, and yield The reactants are CCOC(=O)CC1CCCC(c2ccc(N)cc2)C1, CCOC(=O)C=C1CCC(c2ccc(N=C(c3ccccc3)c3ccccc3)cc2)C1. The product is CCOC(=O)C=C1CCC(c2ccc(N)cc2)C1. RXN SMILES: [NH2:1][c:2]1[cH:3][cH:4][c:5]([CH:8]2[CH2:9][CH:10]([CH2:14][C:15](=[O:16])[O:17][CH2:18][CH3:19])[CH2:11][CH2:12][CH2:13]2)[cH:6][cH:7]1.[c:20]1([C:21](=[N:22][c:23]2[cH:24][cH:25][c:26]([CH:27]3[CH2:28][CH2:29][C:30](=[CH:31][C:32]([O:33][CH2:34][CH3:35])=[O:36])[CH2:37]3)[cH:38][cH:39]2)[c:40]2[cH:41][cH:42][cH:43][cH:44][cH:45]2)[cH:46][cH:47][cH:48][cH:49][cH:50]1>>[NH2:1][c:2]1[cH:3][cH:4][c:5]([CH:8]2[CH2:9][C:10](=[CH:14][C:15](=[O:16])[O:17][CH2:18][CH3:19])[CH2:12][CH2:13]2)[cH:6][cH:7]1. Reactants: ClCC(=O)[O-] (chloroacetate), C(C)[Mg]Br (ethylmagnesium bromide), Cl (Hydrochloric acid), C[Si](C)(C)Cl (trimethylsilyl chloride). The solvent is CCOCC (ether). Conditions: temperature 0 celsius, time 8 hour. Product: C[Si](C#CC(C)O)(C)C ((+)-4-Trimethylsilylbut-3-yn-2-ol). RXN SMILES: Cl[CH2:2][C:3]([O-:5])=O.[CH2:6]([Mg]Br)[CH3:7].[CH3:10][Si:11](Cl)([CH3:13])[CH3:12].Cl>CCOCC>[CH3:10][Si:11]([CH3:13])([CH3:12])[C:6]#[C:7][CH:3]([OH:5])[CH3:2]. Reported procedure: To a solution of ii (10.0 g, 0.14 mol) in ether (200 mL) was added ethylmagnesium bromide (105 mL, 3 M in THF, 0.32 mol) dropwise at 0° C. The resulting solution was refluxed for 1.5 h. After the reaction solution was cooled to 0° C., trimethylsilyl chloride (40 mL, 0.32 mol) was added. The solution was warmed to room temperature and stirred overnight. Hydrochloric acid (100 mL, 10%) was added at 0° C. After 20 min, the two layers were separated. The aqueous layer was extracted with ether (2×50 ... Starting materials: CCCCCCCCC=CCCCCCCCC (9-octadecene), CC=CCCCCCCCCCCCCC (2-hexadecene), olefin. Reaction conditions: time 5 hour. The product is C=CCCCCCCCCCCCCCCCCCCCCC (tricosene). As a reaction SMILES: [CH3:1][CH2:2][CH2:3][CH2:4][CH2:5][CH2:6][CH2:7][CH2:8][CH:9]=[CH:10][CH2:11][CH2:12][CH2:13][CH2:14][CH2:15][CH2:16][CH2:17][CH3:18].[CH3:19][CH:20]=[CH:21][CH2:22][CH2:23]CCCCCCCCCCC>>[CH2:1]=[CH:2][CH2:3][CH2:4][CH2:5][CH2:6][CH2:7][CH2:8][CH2:9][CH2:10][CH2:11][CH2:12][CH2:13][CH2:14][CH2:15][CH2:16][CH2:17][CH2:18][CH2:19][CH2:20][CH2:21][CH2:22][CH3:23]. Reported procedure: Following the procedure outlined in Example 6, 142 g. (0.56 mole) of 9-octadecene and 82 g. (0.37 mole) of 2-hexadecene were reacted at a reaction temperature of 100° C. After 5 hours and with a throughput of 200 ml. of olefin mixture per hour, 7.4% by weight of tricosene was obtained. The reactants are C(C)(=O)[O-].[NH4+].C(C)#N (ammonium acetate acetonitrile), FC1=C(C(=CC=C1OC)F)C1=C(C=NC=C1)NC ([4-(2,6-difluoro-3-methoxy-phenyl)-pyridin-3-yl]-methyl-amine), FC1=C(C(=CC=C1)OC)C1=C(C=NC=C1)N(C(C1=CC(=CC(=C1)C(F)(F)F)S(=O)(=O)C)=O)CC(F)(F)F (N-[4-(2-Fluoro-6-methoxy-phenyl)-pyridin-3-yl]-3-methanesulfonyl-N-(2,2,2-trifluoro-ethyl)-5-trifluoromethyl-benzamide), FC1=C(C(=CC=C1)OC)C1=C(C=NC=C1)N(C(C1=CC(=CC(=C1)C(F)(F)F)S(=O)(=O)C)=O)CC(F)(F)F (N-[4-(2-Fluoro-6-methoxy-phenyl)-pyridin-3-yl]-3-methanesulfonyl-N-(2,2,2-trifluoro-ethyl)-5-trifluoromethyl-benzamide). Product: FC1=C(C(=CC=C1OC)F)C1=C(C=NC=C1)N(C(C1=CC(=CC(=C1)C(F)(F)F)S(=O)(=O)C)=O)C (N-[4-(2,6-Difluoro-3-methoxy-phenyl)-pyridin-3-yl]-3-methanesulfonyl-N-methyl-5-trifluoromethyl-benzamide). RXN SMILES: [F:1]C1C(OC)=CC=C(F)C=1C1C=CN=CC=1NC.[F:19][C:20]1[CH:25]=[CH:24][CH:23]=[C:22](OC)[C:21]=1[C:28]1[CH:33]=[CH:32][N:31]=[CH:30][C:29]=1[N:34]([CH2:51]C(F)(F)F)[C:35](=[O:50])[C:36]1[CH:41]=[C:40]([C:42]([F:45])([F:44])[F:43])[CH:39]=[C:38]([S:46]([CH3:49])(=[O:48])=[O:47])[CH:37]=1.[C:56]([O-:59])(=O)C.[NH4+].C(#N)C>>[F:19][C:20]1[C:25]([O:59][CH3:56])=[CH:24][CH:23]=[C:22]([F:1])[C:21]=1[C:28]1[CH:33]=[CH:32][N:31]=[CH:30][C:29]=1[N:34]([CH3:51])[C:35](=[O:50])[C:36]1[CH:41]=[C:40]([C:42]([F:44])([F:43])[F:45])[CH:39]=[C:38]([S:46]([CH3:49])(=[O:47])=[O:48])[CH:37]=1 |f:2.3.4|. Reported procedure: The title compound was prepared in analogy to example 284, from [4-(2,6-difluoro-3-methoxy-phenyl)-pyridin-3-yl]-methyl-amine and 3-methanesulfonyl-5-trifluoromethyl-benzoyl chloride (example 223, intermediate d) and using preparative HPLC (ammonium acetate/acetonitrile) for the purification. Off-white solid (25%). MS (ESI): m/z=501.2 [M+H]+. Reaction SMILES: [Br:1][c:2]1[cH:3][cH:4][c:5]2[c:6]([cH:20]1)[C:7]([c:14]1[cH:15][cH:16][cH:17][cH:18][cH:19]1)=[N:8][CH:9]([OH:13])[C:10](=[O:12])[NH:11]2.[CH2:21]([N:22]([S:23]([F:24])([F:25])[F:27])[CH2:26][CH3:28])[CH3:29].[CH2:31]([Cl:32])[Cl:33].[OH2:30]>>[Br:1][c:2]1[cH:3][cH:4][c:5]2[c:6]([cH:20]1)[C:7]([c:14]1[cH:15][cH:16][cH:17][cH:18][cH:19]1)=[N:8][CH:9]([F:27])[C:10](=[O:12])[NH:11]2. Starting materials: O=C1Nc2ccc(Br)cc2C(c2ccccc2)=NC1O, CCN(CC)S(F)(F)F, ClCCl, O. Yields the product O=C1Nc2ccc(Br)cc2C(c2ccccc2)=NC1F. The reactants are COC(=O)C1=C(C)Nc2ccn(C)c(=O)c2C1c1cccc(Cl)c1Cl, CO. The product is COC(=O)C1=C(C)Nc2cc[nH]c(=O)c2C1c1cccc(Cl)c1Cl. Reaction SMILES: [CH3:1][O:2][C:3](=[O:4])[C:5]1=[C:6]([CH3:25])[NH:7][c:8]2[cH:9][cH:10][n:11]([CH3:24])[c:12](=[O:23])[c:13]2[CH:14]1[c:15]1[c:16]([Cl:22])[c:17]([Cl:21])[cH:18][cH:19][cH:20]1.[CH3:26][OH:27]>>[CH3:1][O:2][C:3](=[O:4])[C:5]1=[C:6]([CH3:25])[NH:7][c:8]2[cH:9][cH:10][nH:11][c:12](=[O:23])[c:13]2[CH:14]1[c:15]1[c:16]([Cl:22])[c:17]([Cl:21])[cH:18][cH:19][cH:20]1.